This data is from the Open Reaction Database (ORD), a public repository of structured organic reaction records. The task is: describe an organic reaction: reactants, conditions, products, and yield Starting materials: O=C=O, Oc1ccc2ccccc2c1. Product: O=C(O)c1cc2ccccc2cc1O. As a reaction SMILES: [O:12]=[C:13]=[O:14].[cH:1]1[c:2]([OH:11])[cH:3][cH:4][c:5]2[cH:6][cH:7][cH:8][cH:9][c:10]12>>[cH:1]1[c:2]([OH:11])[c:3]([C:13](=[O:12])[OH:14])[cH:4][c:5]2[cH:6][cH:7][cH:8][cH:9][c:10]12. Reactants: FC1=CC=C(CCC=2C(=[N+](C=CC2)[O-])C(=O)OC)C=C1 (3-(4-fluorophenethyl)-2-(methoxycarbonyl)pyridine-1-oxide), CN(C)C=O (DMF). The solvent is FC(C(=O)OC(C(F)(F)F)=O)(F)F (trifluoroacetic anhydride). The product is FC1=CC=C(CCC=2C(=NC(=CC2)O)C(=O)OC)C=C1 (methyl 3-(4-fluorophenethyl)-6-hydroxypyridin-2-carboxylate). As a reaction SMILES: [F:1][C:2]1[CH:20]=[CH:19][C:5]([CH2:6][CH2:7][C:8]2[C:9]([C:15]([O:17][CH3:18])=[O:16])=[N+:10]([O-])[CH:11]=[CH:12][CH:13]=2)=[CH:4][CH:3]=1.CN(C=[O:25])C>FC(F)(F)C(OC(=O)C(F)(F)F)=O>[F:1][C:2]1[CH:20]=[CH:19][C:5]([CH2:6][CH2:7][C:8]2[C:9]([C:15]([O:17][CH3:18])=[O:16])=[N:10][C:11]([OH:25])=[CH:12][CH:13]=2)=[CH:4][CH:3]=1. Procedure details: A solution of 3-(4-fluorophenethyl)-2-(methoxycarbonyl)pyridine-1-oxide (7.96 g) in DMF (100 ml) and trifluoroacetic anhydride (40.9 ml) was stirred under an inert atmosphere at ambient temperature for 24 hours. The reaction mixture was concentrated under reduced pressure, diluted with saturated aqueous sodium bicarbonate (150 ml) and extracted with dichloromethane (3×100 ml). The combined organic extracts were dried and concentrated under reduced pressure and the residue purified on a silica fl... The product is C=CCOc1cc(C=O)ccc1OC. RXN SMILES: [C:16](=[O:17])([O-:18])[O-:19].[CH2:12]([CH:13]=[CH2:14])[Br:15].[CH3:22][C:23](=[O:24])[CH3:25].[K+:20].[K+:21].[O:1]=[CH:2][c:3]1[cH:4][c:5]([OH:6])[c:7]([O:8][CH3:9])[cH:10][cH:11]1>>[O:1]=[CH:2][c:3]1[cH:4][c:5]([O:6][CH2:14][CH:13]=[CH2:12])[c:7]([O:8][CH3:9])[cH:10][cH:11]1. Reactants: O=C([O-])[O-], C=CCBr, CC(C)=O, [K+], [K+], COc1ccc(C=O)cc1O. The reactants are C(C)(C)(C)C1=CC=C(C=C1)NC(C1=C(N=CC=C1)F)=O (N-(4-tert-butyl-phenyl)-2-fluoro-nicotinamide), Cl.Cl.N1C=CC=2C1=NC(=CC2)CN (C-(1H-pyrrolo[2,3-b]pyridin-6-yl)-methylamine dihydrochloride). Reaction SMILES: [C:1]([C:5]1[CH:10]=[CH:9][C:8]([NH:11][C:12](=[O:20])[C:13]2[CH:18]=[CH:17][CH:16]=[N:15][C:14]=2F)=[CH:7][CH:6]=1)([CH3:4])([CH3:3])[CH3:2].Cl.Cl.[NH:23]1[C:27]2=[N:28][C:29]([CH2:32][NH2:33])=[CH:30][CH:31]=[C:26]2[CH:25]=[CH:24]1>>[C:1]([C:5]1[CH:10]=[CH:9][C:8]([NH:11][C:12](=[O:20])[C:13]2[CH:18]=[CH:17][CH:16]=[N:15][C:14]=2[NH:33][CH2:32][C:29]2[N:28]=[C:27]3[NH:23][CH:24]=[CH:25][C:26]3=[CH:31][CH:30]=2)=[CH:7][CH:6]=1)([CH3:4])([CH3:3])[CH3:2] |f:1.2.3|. Yields the product C(C)(C)(C)C1=CC=C(C=C1)NC(C1=C(N=CC=C1)NCC1=CC=C2C(=N1)NC=C2)=O (N-(4-tert-Butylphenyl)-2-[(1H-pyrrolo[2,3-b]pyridin-6-ylmethyl)amino]nicotinamide). Reported procedure: The titled compound was prepared from N-(4-tert-butyl-phenyl)-2-fluoro-nicotinamide and C-(1H-pyrrolo[2,3-b]pyridin-6-yl)-methylamine dihydrochloride by the method described in Step A of Example 1. MS (ES+): 400 (M+H). Calc'd. for C24H25N5O—399.50. Reactants: FC1=C(COC2=CC(NC=C2)=O)C=CC(=C1)F (4-(2,4-difluorobenzyloxy)-1H-pyridin-2-one), ClN1C(CCC1=O)=O (N-chlorosuccinimide). Run in CC(=O)O (AcOH). The product is ClC=1C(NC=CC1OCC1=C(C=C(C=C1)F)F)=O (3-Chloro-4-(2,4-difluorobenzyloxy)-1H-pyridin-2-one). Reaction SMILES: [F:1][C:2]1[CH:16]=[C:15]([F:17])[CH:14]=[CH:13][C:3]=1[CH2:4][O:5][C:6]1[CH:11]=[CH:10][NH:9][C:8](=[O:12])[CH:7]=1.[Cl:18]N1C(=O)CCC1=O>CC(O)=O>[Cl:18][C:7]1[C:8](=[O:12])[NH:9][CH:10]=[CH:11][C:6]=1[O:5][CH2:4][C:3]1[CH:13]=[CH:14][C:15]([F:17])=[CH:16][C:2]=1[F:1]. Reported procedure: To a solution of 4-[(4-fluorobenzyl)oxy]pyridine-2(1H)-one (from Step 2, Example 74) (1.4 g, 5.9 mmol) in AcOH (25 mL) was added N-chlorosuccinimide (0.95 g, 7.1 mmol) and the reaction mixture was heated at reflux for 2 h. The solvent was removed under reduced pressure. 1H NMR (300 MHz, MeOD) δ 7.63-7.55 (m, 1H), 7.45 (d, J=8 Hz, 1H), 7.07-7.00 (m, 2H), 6.58 (d, J=8 Hz, 1H), 5.31 (d, J=8 Hz, 1H). Reactants: C(C)N1N=C(C=C1OC1=C(C=C(C=C1)F)[N+](=O)[O-])C=1C=C(C#N)C=CC1 (3-[1-ethyl-5-(4-fluoro-2-nitrophenoxy)-1H-pyrazol-3-yl]benzonitrile), [H][H] (hydrogen). Solvent: CO (methanol). Run at temperature 22 celsius, time 2 hour. Product: NC1=C(OC2=CC(=NN2CC)C=2C=C(C#N)C=CC2)C=CC(=C1)F (3-[5-(2-amino-4-fluorophenoxy)-1-ethyl-1H-pyrazol-3-yl]benzonitrile). Reaction SMILES: [CH2:1]([N:3]1[C:7]([O:8][C:9]2[CH:14]=[CH:13][C:12]([F:15])=[CH:11][C:10]=2[N+:16]([O-])=O)=[CH:6][C:5]([C:19]2[CH:20]=[C:21]([CH:24]=[CH:25][CH:26]=2)[C:22]#[N:23])=[N:4]1)[CH3:2].[H][H]>CO>[NH2:16][C:10]1[CH:11]=[C:12]([F:15])[CH:13]=[CH:14][C:9]=1[O:8][C:7]1[N:3]([CH2:1][CH3:2])[N:4]=[C:5]([C:19]2[CH:20]=[C:21]([CH:24]=[CH:25][CH:26]=2)[C:22]#[N:23])[CH:6]=1. Reported procedure: Pt/Vd (3%/0.6% wt/wt on carbon, 50 mg, 0.008 mmol, 0.005 equiv) was added to a stirring solution of 3-[1-ethyl-5-(4-fluoro-2-nitrophenoxy)-1H-pyrazol-3-yl]benzonitrile (0.54 g, 1.53 mmol, 1 equiv) in methanol (15.3 mL). A 3-way stop cock with a hydrogen balloon was installed and the reaction vessel was subjected to alternating vacuum and H2 gas (4×). The resulting mixture was stirred at 22° C. for 2 hours. The mixture was then subjected to alternating vacuum and nitrogen gas (4×) before the mixt... Reactants: C(C)OC(CNCC=1SC=CC1)OCC (2,2-Diethoxy-N-(thiophen-2-ylmethyl)ethaneamine), N (ammonia). The solvent is aqueous solution, Cl (hydrochloric acid). Run at time 8 hour. The product is S1C=CC2=C1CNCC2O (4,5,6,7-Tetrahydrothieno[2,3-c]pyridin-4-ol). Yield: 28.5%. Reaction SMILES: C([O:3][CH:4](OCC)[CH2:5][NH:6][CH2:7][C:8]1[S:9][CH:10]=[CH:11][CH:12]=1)C.N>Cl>[S:9]1[C:8]2[CH2:7][NH:6][CH2:5][CH:4]([OH:3])[C:12]=2[CH:11]=[CH:10]1. Procedure details: 2,2-Diethoxy-N-(thiophen-2-ylmethyl)ethaneamine (72.5 g) prepared in the step 2 was dissolved in 5N aqueous solution of hydrochloric acid and stirred overnight at room temperature. The reaction solution was neutralized with 10% aqueous ammonia and subjected to extraction with ethyl acetate. The organic layer was separated, washed with water and a saturated solution of sodium chloride successively, dried over anhydrous magnesium sulfate and the solvent was evaporated therefrom in vacuo. The resid... The reactants are C([O-])([O-])=O.[K+].[K+] (Potassium carbonate), C(C)(=O)OCC (ethyl acetate), ClC1=C(C(=O)NCC2=CC=C(C=C2)C2=CC(N(C=C2)CCl)=O)C(=CC=C1)Cl (2,6-Dichloro-N-[4-(1-chloromethyl-2-oxo-1,2-dihydro-pyridin-4-yl)-benzyl]-benzamide), C(C)(C)(C)OP(=O)(OC(C)(C)C)[O-].[K+] (potassium di(t-butyl)phosphate). The reagents and catalysts are [I-].C(CCC)[N+](CCCC)(CCCC)CCCC (tetrabutylammonium iodide). Solvent: CN(C)C=O (DMF). Reaction conditions: temperature 70 celsius, time 4 hour. Yields the product ClC1=C(C(=O)NCC2=CC=C(C=C2)C2=CC(N(C=C2)COP(OC(C)(C)C)(OC(C)(C)C)=O)=O)C(=CC=C1)Cl (phosphoric acid di-tert-butyl ester 4-{4-[(2,6-dichloro-benzoylamino)-methyl]-phenyl}-2-oxo-2H-pyridin-1-ylmethyl ester). As a reaction SMILES: [Cl:1][C:2]1[CH:26]=[CH:25][CH:24]=[C:23]([Cl:27])[C:3]=1[C:4]([NH:6][CH2:7][C:8]1[CH:13]=[CH:12][C:11]([C:14]2[CH:19]=[CH:18][N:17]([CH2:20]Cl)[C:16](=[O:22])[CH:15]=2)=[CH:10][CH:9]=1)=[O:5].C(=O)([O-])[O-].[K+].[K+].[C:34]([O:38][P:39]([O-:46])([O:41][C:42]([CH3:45])([CH3:44])[CH3:43])=[O:40])([CH3:37])([CH3:36])[CH3:35].[K+].C(OCC)(=O)C>CN(C=O)C.[I-].C([N+](CCCC)(CCCC)CCCC)CCC>[Cl:1][C:2]1[CH:26]=[CH:25][CH:24]=[C:23]([Cl:27])[C:3]=1[C:4]([NH:6][CH2:7][C:8]1[CH:13]=[CH:12][C:11]([C:14]2[CH:19]=[CH:18][N:17]([CH2:20][O:46][P:39](=[O:40])([O:38][C:34]([CH3:37])([CH3:36])[CH3:35])[O:41][C:42]([CH3:43])([CH3:44])[CH3:45])[C:16](=[O:22])[CH:15]=2)=[CH:10][CH:9]=1)=[O:5] |f:1.2.3,4.5,8.9|. Procedure: 2,6-Dichloro-N-[4-(1-chloromethyl-2-oxo-1,2-dihydro-pyridin-4-yl)-benzyl]-benzamide from the previous step was dissolved in 50 mL DMF. Potassium carbonate (1 g) was added followed by potassium di(t-butyl)phosphate (2 g) and tetrabutylammonium iodide (50 mg). The mixture was stirred at 70° C. for four hours after which it was poured into 300 mL ethyl acetate. The organic phase was washed with water and brine, dried with magnesium sulfate and evaporated under vacuum. The crude product was further ...